Dataset: the Open Reaction Database (ORD), a public repository of structured organic reaction records. Task: describe an organic reaction: reactants, conditions, products, and yield The reactants are C(C)(C)(C)OC(=O)N1[C@@H](CC(C1)=NOCC)C(=O)O ((2S,4EZ)-1-(tert-butoxycarbonyl)-4-(ethoxyimino)-2-pyrrolidinecarboxylic acid), ClC1=CC=C(OCC(=O)Cl)C=C1 ((4chlorophenoxy)acetyl chloride), C(C)N1C2=CC=CC=C2C=2C=C(C=CC12)N (9-ethyl-9H-carbazol-3-amine). The product is ClC1=CC=C(OCC(=O)N2[C@@H](CC(C2)=NOCC)C(=O)NC=2C=CC=3N(C4=CC=CC=C4C3C2)CC)C=C1 ((2S,4EZ)-1-[(4-chlorophenoxy)acetyl]-4(ethoxyimino)-N-(9-ethyl-9H-carbazol-3-yl)-2-pyrrolidinecarboxamide). As a reaction SMILES: C(O[C:6]([N:8]1[CH2:12][C:11](=[N:13][O:14][CH2:15][CH3:16])[CH2:10][C@H:9]1[C:17]([OH:19])=O)=[O:7])(C)(C)C.[Cl:20][C:21]1[CH:31]=[CH:30][C:24]([O:25][CH2:26]C(Cl)=O)=[CH:23][CH:22]=1.[CH2:32]([N:34]1[C:46]2[CH:45]=[CH:44][C:43]([NH2:47])=[CH:42][C:41]=2[C:40]2[C:35]1=[CH:36][CH:37]=[CH:38][CH:39]=2)[CH3:33]>>[Cl:20][C:21]1[CH:31]=[CH:30][C:24]([O:25][CH2:26][C:6]([N:8]2[CH2:12][C:11](=[N:13][O:14][CH2:15][CH3:16])[CH2:10][C@H:9]2[C:17]([NH:47][C:43]2[CH:44]=[CH:45][C:46]3[N:34]([CH2:32][CH3:33])[C:35]4[C:40]([C:41]=3[CH:42]=2)=[CH:39][CH:38]=[CH:37][CH:36]=4)=[O:19])=[O:7])=[CH:23][CH:22]=1. Reported procedure: Following the general method as outlined in Example 22, starting from (2S,4EZ)-1-(tert-butoxycarbonyl)-4-(ethoxyimino)-2-pyrrolidinecarboxylic acid, (4chlorophenoxy)acetyl chloride, and 9-ethyl-9H-carbazol-3-amine the title compound was obtained in 100% purity by LC/MS.MS(ESI+): m/z=533.4.